This data is from the Open Reaction Database (ORD), a public repository of structured organic reaction records. The task is: describe an organic reaction: reactants, conditions, products, and yield Starting materials: C=CC(=O)OCC, CCN, C1CCOC1. The product is CCNCCC(=O)OCC. Reaction SMILES: [C:4]([CH:5]=[CH2:6])(=[O:7])[O:8][CH2:9][CH3:10].[CH2:1]([CH3:2])[NH2:3].[O:11]1[CH2:12][CH2:13][CH2:14][CH2:15]1>>[CH2:1]([CH3:2])[NH:3][CH2:6][CH2:5][C:4](=[O:7])[O:8][CH2:9][CH3:10]. The reactants are ClCCl, O=C(Cl)N1CC(Oc2ccc(F)cc2)C1, O, c1ccc(N2CCNCC2)cc1. The product is O=C(N1CCN(c2ccccc2)CC1)N1CC(Oc2ccc(F)cc2)C1. RXN SMILES: [CH2:28]([Cl:29])[Cl:30].[F:1][c:2]1[cH:3][cH:4][c:5]([O:6][CH:7]2[CH2:8][N:9]([C:11](=[O:12])[Cl:13])[CH2:10]2)[cH:14][cH:15]1.[OH2:31].[c:16]1([N:22]2[CH2:23][CH2:24][NH:25][CH2:26][CH2:27]2)[cH:17][cH:18][cH:19][cH:20][cH:21]1>>[F:1][c:2]1[cH:3][cH:4][c:5]([O:6][CH:7]2[CH2:8][N:9]([C:11](=[O:12])[N:25]3[CH2:24][CH2:23][N:22]([c:16]4[cH:17][cH:18][cH:19][cH:20][cH:21]4)[CH2:27][CH2:26]3)[CH2:10]2)[cH:14][cH:15]1. The reactants are CC(C)(C)c1ccc(CBr)cc1, O=C([O-])[O-], CCOC(C)=O, CCCCCC, CN(C)C=O, CCOC(C)=O, [K+], [K+], Cc1cc(CC(CC(=O)OC(C)(C)C)c2ncc[nH]2)cc2cn(COCC[Si](C)(C)C)nc12. Yields the product Cc1cc(CC(CC(=O)OC(C)(C)C)c2nccn2Cc2ccc(C(C)(C)C)cc2)cc2cn(COCC[Si](C)(C)C)nc12. Reaction SMILES: [C:34]([CH3:35])([CH3:36])([CH3:37])[c:38]1[cH:39][cH:40][c:41]([CH2:42][Br:43])[cH:44][cH:45]1.[C:46](=[O:47])([O-:48])[O-:49].[C:58]([O:59][CH2:60][CH3:61])(=[O:62])[CH3:63].[CH3:52][CH2:53][CH2:54][CH2:55][CH2:56][CH3:57].[CH3:64][N:65]([CH3:66])[CH:67]=[O:68].[CH3:69][CH2:70][O:71][C:72](=[O:73])[CH3:74].[K+:50].[K+:51].[nH:1]1[c:2]([CH:6]([CH2:7][C:8](=[O:9])[O:10][C:11]([CH3:12])([CH3:13])[CH3:14])[CH2:15][c:16]2[cH:17][c:18]3[cH:19][n:20]([CH2:26][O:27][CH2:28][CH2:29][Si:30]([CH3:31])([CH3:32])[CH3:33])[n:21][c:22]3[c:23]([CH3:25])[cH:24]2)[n:3][cH:4][cH:5]1>>[n:1]1[c:2]([CH:6]([CH2:7][C:8](=[O:9])[O:10][C:11]([CH3:12])([CH3:13])[CH3:14])[CH2:15][c:16]2[cH:17][c:18]3[cH:19][n:20]([CH2:26][O:27][CH2:28][CH2:29][Si:30]([CH3:31])([CH3:32])[CH3:33])[n:21][c:22]3[c:23]([CH3:25])[cH:24]2)[n:3]([CH2:42][c:41]2[cH:40][cH:39][c:38]([C:34]([CH3:35])([CH3:36])[CH3:37])[cH:45][cH:44]2)[cH:4][cH:5]1. The reactants are O1C=CC2=C1C=CC(=C2)C(=O)O (benzofuran-5-carboxylic acid), ON=C(C1=CN=CC=C1)N (N′-hydroxynicotinimidamide), N (NH3). Yields the product O1C=CC2=C1C=CC(=C2)C2=NC(=NO2)C=2C=NC=CC2 (5-(benzofuran-5-yl)-3-(pyridin-3-yl)-1,2,4-oxadiazole). Reaction SMILES: [O:1]1[C:5]2[CH:6]=[CH:7][C:8]([C:10]([OH:12])=O)=[CH:9][C:4]=2[CH:3]=[CH:2]1.O[N:14]=[C:15]([NH2:22])[C:16]1[CH:21]=[CH:20][CH:19]=[N:18][CH:17]=1.N>>[O:1]1[C:5]2[CH:6]=[CH:7][C:8]([C:10]3[O:12][N:22]=[C:15]([C:16]4[CH:17]=[N:18][CH:19]=[CH:20][CH:21]=4)[N:14]=3)=[CH:9][C:4]=2[CH:3]=[CH:2]1. Procedure details: The title compound was prepared according to Method C using benzofuran-5-carboxylic acid (Aldrich) and N′-hydroxynicotinimidamide (Tyger). 1H NMR (300 MHz, DMSO-d6) δ 7.20 (dd, J=2.0, 1.0 Hz, 1 H), 7.66 (ddd, J=7.9, 4.8, 0.8 Hz, 1 H), 7.91 (dt, J=8.6, 1.0, 0.8 Hz, 1 H), 8.14-8.24 (m, 2 H), 8.47 (dt, J=7.9, 2.0 Hz, 1 H), 8.60 (d, J=1.4 Hz, 1 H), 8.82 (dd, J=4.7, 1.7 Hz, 1 H), 9.28 (dd, J=2.2, 0.8 Hz, 1 H) ppm; MS (DCI/NH3) m/z 264 (M+H)+. Reactants: CCCC(CCC)Nc1nccc(-c2ccc(OC)cc2Cl)c1[N+](=O)[O-], [Na+], [Na+], O=S([O-])S(=O)[O-]. Yields the product CCCC(CCC)Nc1nccc(-c2ccc(OC)cc2Cl)c1N. Reaction SMILES: [Cl:1][c:2]1[c:3](-[c:10]2[c:11]([N+:24]([O-:25])=[O:26])[c:12]([NH:16][CH:17]([CH2:18][CH2:19][CH3:20])[CH2:21][CH2:22][CH3:23])[n:13][cH:14][cH:15]2)[cH:4][cH:5][c:6]([O:8][CH3:9])[cH:7]1.[Na+:33].[Na+:34].[S:27]([S:28]([O-:29])=[O:30])([O-:31])=[O:32]>>[Cl:1][c:2]1[c:3](-[c:10]2[c:11]([NH2:24])[c:12]([NH:16][CH:17]([CH2:18][CH2:19][CH3:20])[CH2:21][CH2:22][CH3:23])[n:13][cH:14][cH:15]2)[cH:4][cH:5][c:6]([O:8][CH3:9])[cH:7]1. Reactants: BrC1=NC2=C(N(C1=O)CC1CC1)N=CC=C2 (2-bromo-4-(cyclopropylmethyl)pyrido[2,3-b]pyrazin-3(4H)-one), FC1=CC(=C(C=C1)B(O)O)C ((4-fluoro-2-methylphenyl)boronic acid), aqueous solution, C([O-])([O-])=O.[Na+].[Na+] (sodium carbonate), C(C)(=O)[O-] (acetate). The reagents and catalysts are C1=CC=C(C=C1)P(C2=CC=CC=C2)C3=CC=CC=C3.C1=CC=C(C=C1)P(C2=CC=CC=C2)C3=CC=CC=C3.Cl[Pd]Cl (bis(triphenylphosphine) palladium(II)chloride). Run in CN(C=O)C (dimethylformamide), C(C)O (ethanol), O (Water). The product is C1(CC1)CN1C2=C(N=C(C1=O)C1=C(C=C(C=C1)F)C)C=CC=N2 (4-(cyclopropylmethyl)-2-(4-fluoro-2-methylphenyl)pyrido[2,3-b]pyrazin-3(4H)-one). Isolated yield 45.3%. As a reaction SMILES: Br[C:2]1[C:7](=[O:8])[N:6]([CH2:9][CH:10]2[CH2:12][CH2:11]2)[C:5]2[N:13]=[CH:14][CH:15]=[CH:16][C:4]=2[N:3]=1.[F:17][C:18]1[CH:23]=[CH:22][C:21](B(O)O)=[C:20]([CH3:27])[CH:19]=1.C(=O)([O-])[O-].[Na+].[Na+].C([O-])(=O)C>CN(C)C=O.C1C=CC(P(C2C=CC=CC=2)C2C=CC=CC=2)=CC=1.C1C=CC(P(C2C=CC=CC=2)C2C=CC=CC=2)=CC=1.Cl[Pd]Cl.O.C(O)C>[CH:10]1([CH2:9][N:6]2[C:7](=[O:8])[C:2]([C:21]3[CH:22]=[CH:23][C:18]([F:17])=[CH:19][C:20]=3[CH3:27])=[N:3][C:4]3[CH:16]=[CH:15][CH:14]=[N:13][C:5]2=3)[CH2:12][CH2:11]1 |f:2.3.4,7.8.9|. Procedure: To 200 mg (0.71 mM) of 2-bromo-4-(cyclopropylmethyl)pyrido[2,3-b]pyrazin-3(4H)-one and 25.3 mg (0.036 mM) of bis(triphenylphosphine) palladium(II)chloride in 1 ml of dimethylformamide were added 142.9 mg (0.93 mM) of (4-fluoro-2-methylphenyl)boronic acid, 0.1 ml of ethanol and 715 μl of a 2M aqueous solution of sodium carbonate. The reaction mixture was then refluxed for 20 h under stirring. Water and ethyle acetate were added. The organic layer was separated, washed with water, dried on anhydro... The reactants are CO, [OH-], [OH-], [Pd+2], CC(C)=Cc1cnc2c(c1)c(-c1cnn(CCN3CCOCC3)c1)cn2S(=O)(=O)c1ccccc1. The product is CC(C)Cc1cnc2c(c1)c(-c1cnn(CCN3CCOCC3)c1)cn2S(=O)(=O)c1ccccc1. As a reaction SMILES: [CH3:36][OH:37].[OH-:38].[OH-:39].[Pd+2:40].[c:1]1([S:7](=[O:8])(=[O:9])[n:10]2[cH:11][c:12](-[c:23]3[cH:24][n:25][n:26]([CH2:28][CH2:29][N:30]4[CH2:31][CH2:32][O:33][CH2:34][CH2:35]4)[cH:27]3)[c:13]3[c:14]2[n:15][cH:16][c:17]([CH:19]=[C:20]([CH3:21])[CH3:22])[cH:18]3)[cH:2][cH:3][cH:4][cH:5][cH:6]1>>[c:1]1([S:7](=[O:8])(=[O:9])[n:10]2[cH:11][c:12](-[c:23]3[cH:24][n:25][n:26]([CH2:28][CH2:29][N:30]4[CH2:31][CH2:32][O:33][CH2:34][CH2:35]4)[cH:27]3)[c:13]3[c:14]2[n:15][cH:16][c:17]([CH2:19][CH:20]([CH3:21])[CH3:22])[cH:18]3)[cH:2][cH:3][cH:4][cH:5][cH:6]1.